Dataset: the Open Reaction Database (ORD), a public repository of structured organic reaction records. Task: describe an organic reaction: reactants, conditions, products, and yield Starting materials: CCO, CCOC(C)=O, N#Cc1cc(O)c2cnn(-c3ccc(OCc4ccccc4)c(F)c3)c2c1. The product is N#Cc1cc(O)c2cnn(-c3ccc(O)c(F)c3)c2c1. Reaction SMILES: [CH3:28][CH2:29][OH:30].[CH3:31][CH2:32][O:33][C:34](=[O:35])[CH3:36].[F:1][c:2]1[cH:3][c:4](-[n:16]2[n:17][cH:18][c:19]3[c:20]([OH:27])[cH:21][c:22]([C:25]#[N:26])[cH:23][c:24]23)[cH:5][cH:6][c:7]1[O:8][CH2:9][c:10]1[cH:11][cH:12][cH:13][cH:14][cH:15]1>>[F:1][c:2]1[cH:3][c:4](-[n:16]2[n:17][cH:18][c:19]3[c:20]([OH:27])[cH:21][c:22]([C:25]#[N:26])[cH:23][c:24]23)[cH:5][cH:6][c:7]1[OH:8]. Reactants: CC(=O)NCCN, C1CO1, O, NCCN(CCO)CCO. Yields the product CC(=O)NCCN(CCO)CCO. RXN SMILES: [C:14]([NH:15][CH2:16][CH2:17][NH2:18])(=[O:19])[CH3:20].[O:1]1[CH2:2][CH2:3]1.[OH2:21].[OH:4][CH2:5][CH2:6][N:7]([CH2:8][CH2:9][NH2:10])[CH2:11][CH2:12][OH:13]>>[O:1]=[C:2]([CH3:3])[NH:10][CH2:9][CH2:8][N:7]([CH2:6][CH2:5][OH:4])[CH2:11][CH2:12][OH:13].